From a dataset of the Open Reaction Database (ORD), a public repository of structured organic reaction records. describe an organic reaction: reactants, conditions, products, and yield Reactants: BrCC1=C(C(=CC(=C1)C)CBr)OC (2,6-bis bromomethyl-4-methylanisole), CN1CCN(CCNCC1)C (1,4-dimethyl-1,4,7-triazacyclononane), C(=O)([O-])[O-].[K+].[K+] (K2CO3). Solvent: C1(=CC=CC=C1)C (toluene). Yields the product CN1CCN(CCN(CC1)C)CC1=C(C(=CC(=C1)C)CN1CCN(CCN(CC1)C)C)OC (2,6-bis(4,7-dimethyl-1,4,7-triazacyclonon-1-ylmethyl)-4-methylanisole). RXN SMILES: Br[CH2:2][C:3]1[CH:8]=[C:7]([CH3:9])[CH:6]=[C:5]([CH2:10]Br)[C:4]=1[O:12][CH3:13].[CH3:14][N:15]1[CH2:23][CH2:22][NH:21][CH2:20][CH2:19][N:18]([CH3:24])[CH2:17][CH2:16]1.C([O-])([O-])=O.[K+].[K+]>C1(C)C=CC=CC=1>[CH3:24][N:18]1[CH2:17][CH2:16][N:15]([CH3:14])[CH2:23][CH2:22][N:21]([CH2:2][C:3]2[CH:8]=[C:7]([CH3:9])[CH:6]=[C:5]([CH2:10][N:21]3[CH2:22][CH2:23][N:15]([CH3:14])[CH2:16][CH2:17][N:18]([CH3:24])[CH2:19][CH2:20]3)[C:4]=2[O:12][CH3:13])[CH2:20][CH2:19]1 |f:2.3.4|. Procedure details: 0.31 g (1 mmol) of 2,6-bis bromomethyl-4-methylanisole are added over the course of 30 min to a solution of 0.31 g (2 mmol) of 1,4-dimethyl-1,4,7-triazacyclononane, 0.14 g of K2CO3 (1 mmol) in 10 ml of toluene, and the reaction mixture is refluxed under a protective gas for 2 days. Reactants: NC=1C=C(CC2=NNC(C3=CC=CC=C23)=O)C=CC1F (4-(3-amino-4-fluorobenzyl)-2H-phthalazin-1-one), C(C1=CC=CC=C1)C1C(OC(C1)=O)=O (3-benzyldihydrofuran-2,5-dione). The solvent is C1(=CC=CC=C1)C (toluene). Conditions: time 8 hour. Product: C(C1=CC=CC=C1)C(C(=O)O)CC(=O)NC1=C(C=CC(=C1)CC1=NNC(C2=CC=CC=C12)=O)F (2-benzyl-N-[2-fluoro-5-(4-oxo-3,4-dihydrophthalazin-1-ylmethyl)phenyl]succinamic acid). RXN SMILES: [NH2:1][C:2]1[CH:3]=[C:4]([CH:17]=[CH:18][C:19]=1[F:20])[CH2:5][C:6]1[C:15]2[C:10](=[CH:11][CH:12]=[CH:13][CH:14]=2)[C:9](=[O:16])[NH:8][N:7]=1.[CH2:21]([CH:28]1[CH2:32][C:31](=[O:33])[O:30][C:29]1=[O:34])[C:22]1[CH:27]=[CH:26][CH:25]=[CH:24][CH:23]=1>C1(C)C=CC=CC=1>[CH2:21]([CH:28]([CH2:32][C:31]([NH:1][C:2]1[CH:3]=[C:4]([CH2:5][C:6]2[C:15]3[C:10](=[CH:11][CH:12]=[CH:13][CH:14]=3)[C:9](=[O:16])[NH:8][N:7]=2)[CH:17]=[CH:18][C:19]=1[F:20])=[O:33])[C:29]([OH:34])=[O:30])[C:22]1[CH:27]=[CH:26][CH:25]=[CH:24][CH:23]=1. Procedure details: A stirred mixture of 4-(3-amino-4-fluorobenzyl)-2H-phthalazin-1-one (0.135 g, 0.5 mmol; prepared in a manner similar to that described in Example 23), 3-benzyldihydrofuran-2,5-dione (0.095 g, 0.5 mmol) and toluene (8 ml) was heated under reflux for 1 hour, allowed to stand at ambient overnight, then heated under reflux for a further 6.5 hours and allowed to cool to ambient temperature. The resulting solid was collected by filtration, washed with hexane (10 ml) and dried in vacuo to give 2-benzyl... Starting materials: CS(=O)c1nc(NC2CC2)n2ncc(C=C3NC(=O)NC3=O)c2n1, CS(=O)(=O)c1nc(NC2CC2)n2ncc(C=C3NC(=O)NC3=O)c2n1, CC(C)O, O=C(O)c1ccc2[nH]cnc2c1. Yields the product O=C1NC(=O)C(=Cc2cnn3c(NC4CC4)nc(-n4cnc5cc(C(=O)O)ccc54)nc23)N1. As a reaction SMILES: [CH:1]1([NH:4][c:5]2[n:6][c:7]([S:22]([CH3:23])=[O:24])[n:8][c:9]3[n:10]2[n:11][cH:12][c:13]3[CH:14]=[C:15]2[C:16](=[O:21])[NH:17][C:18](=[O:20])[NH:19]2)[CH2:2][CH2:3]1.[CH:25]1([NH:26][c:27]2[n:28]3[n:29][cH:30][c:31]([CH:32]=[C:33]4[C:34](=[O:35])[NH:36][C:37](=[O:38])[NH:39]4)[c:40]3[n:41][c:42]([S:43]([CH3:44])(=[O:45])=[O:46])[n:47]2)[CH2:48][CH2:49]1.[CH:62]([OH:63])([CH3:64])[CH3:65].[nH:50]1[cH:51][n:52][c:53]2[c:54]1[cH:55][cH:56][c:57]([C:59](=[O:60])[OH:61])[cH:58]2>>[CH:1]1([NH:4][c:5]2[n:6][c:7](-[n:50]3[cH:51][n:52][c:53]4[c:54]3[cH:55][cH:56][c:57]([C:59](=[O:60])[OH:61])[cH:58]4)[n:8][c:9]3[n:10]2[n:11][cH:12][c:13]3[CH:14]=[C:15]2[C:16](=[O:21])[NH:17][C:18](=[O:20])[NH:19]2)[CH2:2][CH2:3]1.